Task: describe an organic reaction: reactants, conditions, products, and yield. Dataset: the Open Reaction Database (ORD), a public repository of structured organic reaction records Starting materials: [Si](C)(C)(C(C)(C)C)OC(C)C=1C=CC(=NC1)C(C(CC(C(CC1CCOCC1)C1=CC=C(C=C1)S(=O)(=O)C1CC1)=O)C)=O (1-[5-(1-{[tert-butyl(dimethyl)silyl]oxy}ethyl)pyridin-2-yl]-5-[4-(cyclopropylsulfonyl)phenyl]-2-methyl-6-(tetrahydro-2H-pyran-4-yl)hexane-1,4-dione), C(C)(=O)[O-].[NH4+] (ammonium acetate). The solvent is C(C)(=O)OCC (ethyl acetate), C(C)(=O)O (acetic acid). Reaction conditions: temperature 90 celsius, time 1 hour. Yields the product [Si](C)(C)(C(C)(C)C)OC(C)C=1C=CC(=NC1)C=1NC(=CC1C)C(CC1CCOCC1)C1=CC=C(C=C1)S(=O)(=O)C1CC1 (5-(1-{[tert-butyl(dimethyl)silyl]oxy}ethyl)-2-(5-{1-[4-(cyclopropylsulfonyl)phenyl]-2-(tetrahydro-2H-pyran-4-yl)ethyl}-3-methyl-1H-pyrrol-2-yl)pyridine). The yield is 74.5%. Reaction SMILES: [Si:1]([O:8][CH:9]([C:11]1[CH:12]=[CH:13][C:14]([C:17](=O)[CH:18]([CH3:42])[CH2:19][C:20](=O)[CH:21]([C:29]2[CH:34]=[CH:33][C:32]([S:35]([CH:38]3[CH2:40][CH2:39]3)(=[O:37])=[O:36])=[CH:31][CH:30]=2)[CH2:22][CH:23]2[CH2:28][CH2:27][O:26][CH2:25][CH2:24]2)=[N:15][CH:16]=1)[CH3:10])([C:4]([CH3:7])([CH3:6])[CH3:5])([CH3:3])[CH3:2].C([O-])(=O)C.[NH4+:48]>C(O)(=O)C.C(OCC)(=O)C>[Si:1]([O:8][CH:9]([C:11]1[CH:12]=[CH:13][C:14]([C:17]2[NH:48][C:20]([CH:21]([C:29]3[CH:34]=[CH:33][C:32]([S:35]([CH:38]4[CH2:40][CH2:39]4)(=[O:37])=[O:36])=[CH:31][CH:30]=3)[CH2:22][CH:23]3[CH2:24][CH2:25][O:26][CH2:27][CH2:28]3)=[CH:19][C:18]=2[CH3:42])=[N:15][CH:16]=1)[CH3:10])([C:4]([CH3:5])([CH3:6])[CH3:7])([CH3:3])[CH3:2] |f:1.2|. Procedure: To a solution of 1-[5-(1-{[tert-butyl(dimethyl)silyl]oxy}ethyl)pyridin-2-yl]-5-[4-(cyclopropylsulfonyl)phenyl]-2-methyl-6-(tetrahydro-2H-pyran-4-yl)hexane-1,4-dione (180 mg) in acetic acid (5 mL) was added ammonium acetate (354 mg), and the mixture was stirred at 90° C. for 1 hr. After cooling to room temperature, the reaction mixture was diluted with ethyl acetate and washed with water. The ethyl acetate layer was washed with saturated aqueous sodium hydrogen carbonate and saturated brine, drie... Starting materials: [OH-].[Na+] (sodium hydroxide), C(CCCCCCC\C=C/CCCCCCCC)(=O)O (oleic acid), C(CCCCCCC\C=C/CCCCCCCC)(=O)O (oleic acid). The solvent is O (water). Yields the product C(CCCCCCC\C=C/CCCCCCCC)(=O)[O-].[Na+] (sodium oleate). Reaction SMILES: [C:1]([OH:20])(=[O:19])[CH2:2][CH2:3][CH2:4][CH2:5][CH2:6][CH2:7][CH2:8]/[CH:9]=[CH:10]\[CH2:11][CH2:12][CH2:13][CH2:14][CH2:15][CH2:16][CH2:17][CH3:18].[OH-].[Na+:22]>O>[C:1]([O-:20])(=[O:19])[CH2:2][CH2:3][CH2:4][CH2:5][CH2:6][CH2:7][CH2:8]/[CH:9]=[CH:10]\[CH2:11][CH2:12][CH2:13][CH2:14][CH2:15][CH2:16][CH2:17][CH3:18].[Na+:22] |f:1.2,4.5|. Reported procedure: In another vessel, a basic solution of sodium oleate is prepared by pouring 15.25 g of oleic acid into 736 g of demineralised water in which have been previously dissolved 7.7 g of sodium hydroxide pellets. The pouring of oleic acid is performed in ten minutes, at room temperature and under moderate stirring. The reactants are Br, Br, CC(=O)O, O=C(Cc1ccncc1)c1ccccc1. Yields the product O=C(c1ccccc1)C(Br)c1ccncc1. Reaction SMILES: [Br:17].[BrH:16].[CH3:18][C:19](=[O:20])[OH:21].[c:1]1([C:7]([CH2:8][c:9]2[cH:10][cH:11][n:12][cH:13][cH:14]2)=[O:15])[cH:2][cH:3][cH:4][cH:5][cH:6]1>>[c:1]1([C:7]([CH:8]([c:9]2[cH:10][cH:11][n:12][cH:13][cH:14]2)[Br:16])=[O:15])[cH:2][cH:3][cH:4][cH:5][cH:6]1. Reactants: O (water), ClC1=C(OCCCOC=2C=C3CCCC(C3=CC2)=O)C(=CC(=C1)OCC=C(Cl)Cl)Cl (6-{3-[2,6-dichloro-4-(3,3-dichloro-allyloxy)-phenoxy]-propoxy}-3,4-dihydro-2H-naphthalen-1-one), C(C)(=O)[O-].[Na+] (sodium acetate), Cl.CON (O-methylhydroxylamine hydrochloride). The solvent is C(C)O (ethanol). The product is CON=C1CCCC2=CC(=CC=C12)OCCCOC1=C(C=C(C=C1Cl)OCC=C(Cl)Cl)Cl (6-{3-[2,6-dichloro-4-(3,3-dichloro-allyloxy)-phenoxy]-propoxy}-3,4-dihydro-2H-naphthalen-1-one O-methyl-oxime). RXN SMILES: [Cl:1][C:2]1[CH:23]=[C:22]([O:24][CH2:25][CH:26]=[C:27]([Cl:29])[Cl:28])[CH:21]=[C:20]([Cl:30])[C:3]=1[O:4][CH2:5][CH2:6][CH2:7][O:8][C:9]1[CH:10]=[C:11]2[C:16](=[CH:17][CH:18]=1)[C:15](=O)[CH2:14][CH2:13][CH2:12]2.C([O-])(=O)C.[Na+].Cl.[CH3:37][O:38][NH2:39].O>C(O)C>[CH3:37][O:38][N:39]=[C:15]1[C:16]2[C:11](=[CH:10][C:9]([O:8][CH2:7][CH2:6][CH2:5][O:4][C:3]3[C:2]([Cl:1])=[CH:23][C:22]([O:24][CH2:25][CH:26]=[C:27]([Cl:28])[Cl:29])=[CH:21][C:20]=3[Cl:30])=[CH:18][CH:17]=2)[CH2:12][CH2:13][CH2:14]1 |f:1.2,3.4|. Reported procedure: 1.24 g of 6-{3-[2,6-dichloro-4-(3,3-dichloro-allyloxy)-phenoxy]-propoxy}-3,4-dihydro-2H-naphthalen-1-one, 0.23 g of sodium acetate and 0.23 g of O-methylhydroxylamine hydrochloride are stirred in 10 ml of ethanol at 50° C. for 18 hours. The reaction mixture is poured into water and extracted with ethyl acetate. After concentration of the organic phases and purification over silica gel, the title compound is obtained. M.p. 75-77° C. Starting materials: N(=O)[O-].[Na+] (sodium nitrite), NC1=C(C=CC=C1)S(=O)(=O)C=1C=C(C(=O)O)C=CC1Cl (3-(o-Aminophenylsulphonyl)-4-chlorobenzoic acid), Cl (hydrochloric acid), O(C(=S)[S-])CC.[K+] (potassium ethyl xanthate), [OH-].[Na+] (sodium hydroxide), [OH-].[Na+] (sodium hydroxide). The solvent is O (water), O (water), O (water). Run at time 15 minute. Yields the product C(=O)(O)C=1C=CC=2SC3=CC=CC=C3S(C2C1)(=O)=O (3-carboxythianthrene-5,5-dioxide). As a reaction SMILES: N[C:2]1[CH:7]=[CH:6][CH:5]=[CH:4][C:3]=1[S:8]([C:11]1[CH:12]=[C:13]([CH:17]=[CH:18][C:19]=1Cl)[C:14]([OH:16])=[O:15])(=[O:10])=[O:9].Cl.N([O-])=O.[Na+].O(CC)C([S-])=[S:28].[K+].[OH-].[Na+]>O>[C:14]([C:13]1[CH:17]=[CH:18][C:19]2[S:28][C:2]3[C:3]([S:8](=[O:10])(=[O:9])[C:11]=2[CH:12]=1)=[CH:4][CH:5]=[CH:6][CH:7]=3)([OH:16])=[O:15] |f:2.3,4.5,6.7|. Procedure details: 3-(o-Aminophenylsulphonyl)-4-chlorobenzoic acid (6.00 g) was stirred with concentrated hydrochloric acid (8.0 ml) and water (12.0 ml) and treated at 0°-5° C. with a solution of sodium nitrite (1.50g) in water (30 ml) over 30 min. After a further 15 min. stirring the suspension was pipetted into a solution of potassium ethyl xanthate (10.2g) and sodium hydroxide (1.60 g) in water (50 ml) at 45°-50° C. Vigorous nitrogen evolution took place. After the addition was complete the now clear solution w... Reactants: BrC1=[N+](C=C(C=C1)F)[O-] (2-bromo-5-fluoropyridine 1-oxide), S(O)(O)(=O)=O (sulphuric acid), [N+](=O)(O)[O-] (nitric acid). Yields the product BrC1=[N+](C=C(C(=C1)[N+](=O)[O-])F)[O-] (2-Bromo-5-fluoro-4-nitropyridine 1-oxide). As a reaction SMILES: [Br:1][C:2]1[CH:7]=[CH:6][C:5]([F:8])=[CH:4][N+:3]=1[O-:9].S(=O)(=O)(O)O.[N+:15]([O-])([OH:17])=[O:16]>>[Br:1][C:2]1[CH:7]=[C:6]([N+:15]([O-:17])=[O:16])[C:5]([F:8])=[CH:4][N+:3]=1[O-:9]. Reported procedure: Prepared analogously to example 83b from 2-bromo-5-fluoropyridine 1-oxide, conc. sulphuric acid and conc. nitric acid Starting materials: [BH4-].[Na+] (Sodium borohydride), ClC=1N=CN(C1C=O)COCC[Si](C)(C)C (4-chloro-1-({[2-(trimethylsilyl)ethyl]oxy}methyl)-1H-imidazole-5-carbaldehyde). The solvent is CO (methanol). Conditions: time 30 minute. Yields the product ClC=1N=CN(C1CO)COCC[Si](C)(C)C ([4-chloro-1-({[2-(trimethylsilyl)ethyl]oxy}methyl)-1H-imidazol-5-yl]methanol). Reaction SMILES: [BH4-].[Na+].[Cl:3][C:4]1[N:5]=[CH:6][N:7]([CH2:11][O:12][CH2:13][CH2:14][Si:15]([CH3:18])([CH3:17])[CH3:16])[C:8]=1[CH:9]=[O:10]>CO>[Cl:3][C:4]1[N:5]=[CH:6][N:7]([CH2:11][O:12][CH2:13][CH2:14][Si:15]([CH3:18])([CH3:17])[CH3:16])[C:8]=1[CH2:9][OH:10] |f:0.1|. Procedure: Sodium borohydride (0.37 g, 9.78 mmol) was added to a 0° C. solution of 4-chloro-1-({[2-(trimethylsilyl)ethyl]oxy}methyl)-1H-imidazole-5-carbaldehyde (1.70 g, 6.52 mmol) in methanol (26 ml). Gas evolution was observed and the reaction mixture was stirred at RT for 30 mins and evaporated. Sat'd NaHCO3 and CH2Cl2 were added to the residue and the aqueous layer was extracted with CH2Cl2 (4×20 mL). The combined organic phase was dried (Na2SO4), filtered and evaporated to give [4-chloro-1-({[2-(trime... Reactants: CO, C#Cc1nn(Cc2ccc(OC)cc2)c2ncc(C3CC3)c(N3CCN(C(=O)OC(C)(C)C)CC3)c12. Yields the product CCc1nn(Cc2ccc(OC)cc2)c2ncc(C3CC3)c(N3CCN(C(=O)OC(C)(C)C)CC3)c12. RXN SMILES: [CH3:37][OH:38].[CH:1]1([c:4]2[c:5]([N:24]3[CH2:25][CH2:26][N:27]([C:30](=[O:31])[O:32][C:33]([CH3:34])([CH3:35])[CH3:36])[CH2:28][CH2:29]3)[c:6]3[c:7]([n:8][cH:9]2)[n:10]([CH2:15][c:16]2[cH:17][cH:18][c:19]([O:22][CH3:23])[cH:20][cH:21]2)[n:11][c:12]3[C:13]#[CH:14])[CH2:2][CH2:3]1>>[CH:1]1([c:4]2[c:5]([N:24]3[CH2:25][CH2:26][N:27]([C:30](=[O:31])[O:32][C:33]([CH3:34])([CH3:35])[CH3:36])[CH2:28][CH2:29]3)[c:6]3[c:7]([n:8][cH:9]2)[n:10]([CH2:15][c:16]2[cH:17][cH:18][c:19]([O:22][CH3:23])[cH:20][cH:21]2)[n:11][c:12]3[CH2:13][CH3:14])[CH2:2][CH2:3]1. The solvent is C(C)(=O)OCC (ethyl acetate), O (water). Product: O=C1NC=CC(=C1)CNC(=O)C=1C=2C=NN(C2C=CC1)C1=CC=C(C=C1)F (1-(4-Fluoro-phenyl)-1H-indazole-4-carboxylic acid (2-oxo-1,2-dihydro-pyridin-4-ylmethyl)-amide). RXN SMILES: C[O:2][C:3]1[CH:8]=[C:7]([CH2:9][NH:10][C:11]([C:13]2[C:14]3[CH:15]=[N:16][N:17]([C:22]4[CH:27]=[CH:26][C:25]([F:28])=[CH:24][CH:23]=4)[C:18]=3[CH:19]=[CH:20][CH:21]=2)=[O:12])[CH:6]=[CH:5][N:4]=1.Cl.[NH+]1C=CC=CC=1>C(OCC)(=O)C.O>[O:2]=[C:3]1[CH:8]=[C:7]([CH2:9][NH:10][C:11]([C:13]2[C:14]3[CH:15]=[N:16][N:17]([C:22]4[CH:27]=[CH:26][C:25]([F:28])=[CH:24][CH:23]=4)[C:18]=3[CH:19]=[CH:20][CH:21]=2)=[O:12])[CH:6]=[CH:5][NH:4]1 |f:1.2|. The reactants are COC1=NC=CC(=C1)CNC(=O)C=1C=2C=NN(C2C=CC1)C1=CC=C(C=C1)F (1-(4-Fluoro-phenyl)-1H-indazole-4-carboxylic acid (2-methoxy-pyridin-4-ylmethyl)-amide), Cl.[NH+]1=CC=CC=C1 (pyridinium hydrochloride). Run at time 10 minute. Reported procedure: 1-(4-Fluoro-phenyl)-1H-indazole-4-carboxylic acid (2-methoxy-pyridin-4-ylmethyl)-amide (38 mg, 0.10 mmol) and pyridinium hydrochloride (117 mg, 1.01 mmol) were heated to 125° C. in a sealed tube. After 10 minutes, the mixture was cooled to room temperature and diluted with ethyl acetate (3 mL) and water (3 mL). The organic layer was washed with water (3×3 mL) and concentrated at 45° C. under a stream of nitrogen. The residue was dissolved in CH2Cl2 (3 mL) and concentrated (repeated 3 times). The... Starting materials: ice water, BrC=1C(=C(C=NO)C=C(C1O)Br)O (3,5-dibromo-2,4-dihydroxy-benzaldoxime), CN=C=O (methyl isocyanate), N1(NCCCCCC1)C1CCCCCCC1 (diazabicyclooctane). Run in CS(=O)C (dimethylsulfoxide). The product is CNC(O)=O.CNC(O)=O.CNC(O)=O.OC1=C(C=NO)C=C(C(=C1Br)O)Br (2,4-Dihydroxy-3,5-dibromo-benzaldoxime tris-(methylcarbamate)). RXN SMILES: [Br:1][C:2]1[C:3]([OH:13])=[C:4]([CH:8]=[C:9]([Br:12])[C:10]=1[OH:11])[CH:5]=[N:6][OH:7].N1(C2CCCCCCC2)CCCCCCN1.[CH3:30][N:31]=[C:32]=[O:33]>CS(C)=O>[CH3:30][NH:31][C:32](=[O:7])[OH:33].[CH3:30][NH:31][C:32](=[O:7])[OH:33].[CH3:30][NH:31][C:32](=[O:7])[OH:33].[OH:13][C:3]1[C:2]([Br:1])=[C:10]([OH:11])[C:9]([Br:12])=[CH:8][C:4]=1[CH:5]=[N:6][OH:7] |f:4.5.6.7|. Procedure details: 6 g of 3,5-dibromo-2,4-dihydroxy-benzaldoxime were dissolved in 50 ml of dimethylsulfoxide and a little diazabicyclooctane was added. 4 ml of methyl isocyanate were now added with cooling (<20° C.) and stirring and the mixture was then stirred thoroughly at room temperature for 12 hours. The reaction mixture was poured into ice-water and salted out. The suspension was filtered with suction, the residue was washed with water and dissolved in a little dimethylformamide and active charcoal was adde...